Dataset: the Open Reaction Database (ORD), a public repository of structured organic reaction records. Task: describe an organic reaction: reactants, conditions, products, and yield Starting materials: ClC=1C=CC=C2CCC(C(C12)=O)CC=O (8-chloro-2-(2-oxoethyl)-1-tetralone), C(C)(=O)NCCN (N-acetylethylenediamine). Run in C(C)(=O)O (acetic acid). The product is ClC1=CC=CC=2CCC=3C=CN(C3C21)CCNC(C)=O (N-[2-(9-chloro-4,5-dihydro-1H-benz[g]indol-1-yl)ethyl]-acetamide). Yield: 45.1%. As a reaction SMILES: [Cl:1][C:2]1[CH:3]=[CH:4][CH:5]=[C:6]2[C:11]=1[C:10](=O)[CH:9]([CH2:13][CH:14]=O)[CH2:8][CH2:7]2.[C:16]([NH:19][CH2:20][CH2:21][NH2:22])(=[O:18])[CH3:17]>C(O)(=O)C>[Cl:1][C:2]1[C:11]2[C:10]3[N:22]([CH2:21][CH2:20][NH:19][C:16](=[O:18])[CH3:17])[CH:14]=[CH:13][C:9]=3[CH2:8][CH2:7][C:6]=2[CH:5]=[CH:4][CH:3]=1. Reported procedure: 325 mg of 8-chloro-2-(2-oxoethyl)-1-tetralone and 290 mg of N-acetylethylenediamine were heated to reflux in 14ml of acetic acid under argon for 1 hour. The solvent was removed in a vacuum and the residue was taken up in 10 ml of water and extracted several times with ethyl acetate. Chromatography on 20 g of silica gel with hexane/ethyl acetate 1:1 and then with ethyl acetate gave 190 mg (45%) of N-[2-(9-chloro-4,5-dihydro-1H-benz[g]indol-1-yl)ethyl]-acetamide as yellowish crystals with m.p. 146... Product: Nc1cccc2c1ccn2-c1ncc(C(F)(F)F)cc1Cl. RXN SMILES: [CH3:25][OH:26].[CH3:27][N:28]([CH3:29])[CH:30]=[O:31].[Cl:13][c:14]1[n:15][cH:16][c:17]([C:21]([F:22])([F:23])[F:24])[cH:18][c:19]1[Cl:20].[H-:11].[NH2:1][c:2]1[c:3]2[cH:4][cH:5][nH:6][c:7]2[cH:8][cH:9][cH:10]1.[Na+:12]>>[NH2:1][c:2]1[c:3]2[cH:4][cH:5][n:6](-[c:14]3[n:15][cH:16][c:17]([C:21]([F:22])([F:23])[F:24])[cH:18][c:19]3[Cl:20])[c:7]2[cH:8][cH:9][cH:10]1. Reactants: CO, CN(C)C=O, FC(F)(F)c1cnc(Cl)c(Cl)c1, [H-], Nc1cccc2[nH]ccc12, [Na+]. Starting materials: N(O)=C1SC(C(=N1)C)(CC(C)C)C (2-oxo-4,5-dimethyl-5-isobutyl-3-thiazoline-oxime), CN=C=O (methyl isocyanate). Yields the product CNC(=O)ON=C1SC(C(=N1)C)(CC(C)C)C (2-oxo-4,5-dimethyl-5-isobutyl-3-thiazoline-O-(methylcarbamoyl)-oxime). Reaction SMILES: [N:1](=[C:3]1[N:7]=[C:6]([CH3:8])[C:5]([CH3:13])([CH2:9][CH:10]([CH3:12])[CH3:11])[S:4]1)[OH:2].[CH3:14][N:15]=[C:16]=[O:17]>>[CH3:14][NH:15][C:16]([O:2][N:1]=[C:3]1[N:7]=[C:6]([CH3:8])[C:5]([CH3:13])([CH2:9][CH:10]([CH3:11])[CH3:12])[S:4]1)=[O:17]. Reported procedure: 2-oxo-4,5-dimethyl-5-isobutyl-3-thiazoline-oxime was reacted with methyl isocyanate as described in Example 4 to yield 2-oxo-4,5-dimethyl-5-isobutyl-3-thiazoline-O-(methylcarbamoyl)-oxime, m.p. 99°-101° C. The 2-oxo-4,5-dimethyl-5-isobuty-3-thiazoline-oxime starting material melts at 105°-107° C. RXN SMILES: [CH3:11][CH2:12][O:13][CH2:14][CH3:15].[O:1]=[C:2]1[CH:3]=[C:4]([CH3:10])[CH2:5][C:6]([CH3:7])([CH3:8])[CH2:9]1>>[O:1]=[C:2]1[CH2:3][CH:4]([CH3:10])[CH2:5][C:6]([CH3:7])([CH3:8])[CH2:9]1. Reactants: CCOCC, CC1=CC(=O)CC(C)(C)C1. The product is CC1CC(=O)CC(C)(C)C1.